From a dataset of the Open Reaction Database (ORD), a public repository of structured organic reaction records. describe an organic reaction: reactants, conditions, products, and yield The reactants are C1N=CC=2C=CC=C3C2C1C1=C(CC3)C=CC=C1 (1,7,8,12b-tetrahydrobenzo[1,2]-cyclohepta[3,4,5-de]isoquinoline), ClC1=CC(=CC=C1)C(=O)OO (m-chloroperbenzoic acid). Run in C(Cl)(Cl)Cl (chloroform), C(Cl)(Cl)Cl (chloroform). The product is C1[N+](=CC=2C=CC=C3C2C1C1=C(CC3)C=CC=C1)[O-] (1,7,8,12b-tetrahydrobenzo[1,2]-cyclohepta[3,4,5-de]Isoquinoline N-oxide). As a reaction SMILES: [CH2:1]1[CH:10]2[C:11]3[CH:18]=[CH:17][CH:16]=[CH:15][C:12]=3[CH2:13][CH2:14][C:8]3[C:9]2=[C:4]([CH:5]=[CH:6][CH:7]=3)[CH:3]=[N:2]1.ClC1C=CC=C(C(OO)=[O:27])C=1>C(Cl)(Cl)Cl>[CH2:1]1[CH:10]2[C:11]3[CH:18]=[CH:17][CH:16]=[CH:15][C:12]=3[CH2:13][CH2:14][C:8]3[C:9]2=[C:4]([CH:5]=[CH:6][CH:7]=3)[CH:3]=[N+:2]1[O-:27]. Procedure details: To a cold solution (5° - 15° C) of 1,7,8,12b-tetrahydrobenzo[1,2]-cyclohepta[3,4,5-de]isoquinoline (2.7 g) in chloroform (30 ml), a solution of m-chloroperbenzoic acid (2.3 g) in 20 ml of chloroform is added dropwise. The reaction mixture is allowed to stand at room temperature (i.e., 20° - 25° C) for 30 minutes. The reaction mixture is then washed with 15% ammonium hydroxide and water. The reaction mixture is dried (MgSO4) and concentrated to yield an oily residue. The oily residue is crystalli... Starting materials: O=C([O-])[O-], CN(C)C=O, Cc1oc(-c2ccco2)nc1CCl, [K+], [K+], O, CCOC(=O)CCCCC(=NOCc1ccc(O)cc1)c1ccccc1. The product is CCOC(=O)CCCCC(=NOCc1ccc(OCc2nc(-c3ccco3)oc2C)cc1)c1ccccc1. As a reaction SMILES: [C:40](=[O:41])([O-:42])[O-:43].[CH3:46][N:47]([CH3:48])[CH:49]=[O:50].[Cl:1][CH2:2][c:3]1[n:4][c:5](-[c:9]2[o:10][cH:11][cH:12][cH:13]2)[o:6][c:7]1[CH3:8].[K+:44].[K+:45].[OH2:51].[OH:14][c:15]1[cH:16][cH:17][c:18]([CH2:19][O:20][N:21]=[C:22]([CH2:23][CH2:24][CH2:25][CH2:26][C:27](=[O:28])[O:29][CH2:30][CH3:31])[c:32]2[cH:33][cH:34][cH:35][cH:36][cH:37]2)[cH:38][cH:39]1>>[CH2:2]([c:3]1[n:4][c:5](-[c:9]2[o:10][cH:11][cH:12][cH:13]2)[o:6][c:7]1[CH3:8])[O:14][c:15]1[cH:16][cH:17][c:18]([CH2:19][O:20][N:21]=[C:22]([CH2:23][CH2:24][CH2:25][CH2:26][C:27](=[O:28])[O:29][CH2:30][CH3:31])[c:32]2[cH:33][cH:34][cH:35][cH:36][cH:37]2)[cH:38][cH:39]1.